Dataset: the Open Reaction Database (ORD), a public repository of structured organic reaction records. Task: describe an organic reaction: reactants, conditions, products, and yield The reactants are CCOC(=O)c1cn2ncc(C#N)c(Nc3ccc(Oc4ccccc4)cc3)c2c1CO, ClC(Cl)Cl, O=[Mn]=O. Product: CCOC(=O)c1cn2ncc(C#N)c(Nc3ccc(Oc4ccccc4)cc3)c2c1C=O. Reaction SMILES: [CH2:1]([CH3:2])[O:3][C:4](=[O:5])[c:6]1[c:7]([CH2:31][OH:32])[c:8]2[n:9]([n:10][cH:11][c:12]([C:28]#[N:29])[c:13]2[NH:14][c:15]2[cH:16][cH:17][c:18]([O:21][c:22]3[cH:23][cH:24][cH:25][cH:26][cH:27]3)[cH:19][cH:20]2)[cH:30]1.[CH:33]([Cl:34])([Cl:35])[Cl:36].[O:37]=[Mn:38]=[O:39]>>[CH2:1]([CH3:2])[O:3][C:4](=[O:5])[c:6]1[c:7]([CH:31]=[O:32])[c:8]2[n:9]([n:10][cH:11][c:12]([C:28]#[N:29])[c:13]2[NH:14][c:15]2[cH:16][cH:17][c:18]([O:21][c:22]3[cH:23][cH:24][cH:25][cH:26][cH:27]3)[cH:19][cH:20]2)[cH:30]1. Starting materials: ethoxy-carbonyl, C(C)OC(=O)OC=1C=CC(=C(C(=O)O)C1)[N+](=O)[O-] (5-Ethoxycarbonyloxy-2-nitrobenzoic acid). The solvent is [OH-].[K+] (potassium hydroxide), O (water). Product: di-potassium, C(=O)(O)C=1C=C(C=CC1[N+](=O)[O-])O (3-carboxy-4-nitrophenol). As a reaction SMILES: C(OC([O:6][C:7]1[CH:8]=[CH:9][C:10]([N+:16]([O-:18])=[O:17])=[C:11]([CH:15]=1)[C:12]([OH:14])=[O:13])=O)C>[OH-].[K+].O>[C:12]([C:11]1[CH:15]=[C:7]([OH:6])[CH:8]=[CH:9][C:10]=1[N+:16]([O-:18])=[O:17])([OH:14])=[O:13] |f:1.2|. Procedure details: 5-Ethoxycarbonyloxy-2-nitrobenzoic acid (6.12 g) was dissolved in a solution of potassium hydroxide (3.2 g of 85% pure material) in water (10 ml) and heated under reflux for 2 hours, to cleave off the ethoxy-carbonyl residue and form the di-potassium salt of 3-carboxy-4-nitrophenol. The solution so prepared was mixed with toluene and distilled until the water had been removed. Dimethyl sulphoxide (50 ml) was added and the mixture distilled until the vapour temperature reached 190°. A further qua... Starting materials: F[B-](F)(F)F, CC(C)(C)OC(=O)NC(C)(C)C(=O)O, CC(C)CC(N)B1OC2CC3CC(C3(C)C)C2(C)O1, CCN(C(C)C)C(C)C, CN(C)C=O, O, CN(C)C(On1nnc2ccccc21)=[N+](C)C. Yields the product CC(C)CC(NC(=O)C(C)(C)NC(=O)OC(C)(C)C)B1OC2CC3CC(C3(C)C)C2(C)O1. Reaction SMILES: [B-:34]([F:35])([F:36])([F:37])[F:38].[C:1]([CH3:2])([CH3:3])([CH3:4])[O:5][C:6](=[O:7])[NH:8][C:9]([C:10](=[O:11])[OH:12])([CH3:13])[CH3:14].[CH3:15][CH:16]([CH2:17][CH:18]([NH2:19])[B:20]1[O:21][C:22]2([CH3:32])[CH:23]([O:24]1)[CH2:25][CH:26]1[C:27]([CH3:30])([CH3:31])[CH:28]2[CH2:29]1)[CH3:33].[CH:56]([N:57]([CH2:58][CH3:59])[CH:60]([CH3:61])[CH3:62])([CH3:63])[CH3:64].[O:65]=[CH:66][N:67]([CH3:68])[CH3:69].[OH2:70].[n:39]1([O:40][C:41]([N:42]([CH3:43])[CH3:44])=[N+:45]([CH3:46])[CH3:47])[c:48]2[cH:49][cH:50][cH:51][cH:52][c:53]2[n:54][n:55]1>>[C:1]([CH3:2])([CH3:3])([CH3:4])[O:5][C:6](=[O:7])[NH:8][C:9]([C:10](=[O:12])[NH:19][CH:18]([CH2:17][CH:16]([CH3:15])[CH3:33])[B:20]1[O:21][C:22]2([CH3:32])[CH:23]([O:24]1)[CH2:25][CH:26]1[C:27]([CH3:30])([CH3:31])[CH:28]2[CH2:29]1)([CH3:13])[CH3:14]. The reactants are CC(C)(Br)C(=O)Br, O=C([O-])O, ClC(Cl)Cl, COC(=O)c1cc(N)c(O)cc1C(F)(F)F, [Na+], C1CCOC1. Yields the product COC(=O)c1cc(NC(=O)C(C)(C)Br)c(O)cc1C(F)(F)F. As a reaction SMILES: [Br:22][C:23]([C:24](=[O:25])[Br:26])([CH3:27])[CH3:28].[C:17](=[O:18])([O-:19])[OH:20].[CH:29]([Cl:30])([Cl:31])[Cl:32].[NH2:1][c:2]1[c:3]([OH:16])[cH:4][c:5]([C:12]([F:13])([F:14])[F:15])[c:6]([C:7](=[O:8])[O:9][CH3:10])[cH:11]1.[Na+:21].[O:33]1[CH2:34][CH2:35][CH2:36][CH2:37]1>>[NH:1]([c:2]1[c:3]([OH:16])[cH:4][c:5]([C:12]([F:13])([F:14])[F:15])[c:6]([C:7](=[O:8])[O:9][CH3:10])[cH:11]1)[C:24]([C:23]([Br:22])([CH3:27])[CH3:28])=[O:25]. Reactants: CO, O=C([O-])CC1C=CC(C[N+](=O)[O-])C1, O, Cc1ccc(S(=O)(=O)O)cc1. The product is O=[N+]([O-])CC1C=CC(O)C1. RXN SMILES: [CH3:26][OH:27].[N+:13](=[O:14])([O-:15])[CH2:16][CH:17]1[CH:18]=[CH:19][CH:20]([CH2:22][C:23]([O-:24])=[O:25])[CH2:21]1.[OH2:1].[c:2]1([CH3:3])[cH:4][cH:5][c:6]([S:7]([OH:8])(=[O:9])=[O:10])[cH:11][cH:12]1>>[OH:9][CH:20]1[CH:19]=[CH:18][CH:17]([CH2:16][N+:13](=[O:14])[O-:15])[CH2:21]1. The reactants are COC1=C(C(=O)N[C@@H]2CN3CCC2CC3)C=CC=C1 ((S)-2-methoxy-N-(quinuclidin-3-yl)benzamide), FC(C=1C=CC(=NC1)C(=O)O)(F)F (5-(trifluoromethyl)picolinic acid). The product is N12C[C@@H](C(CC1)CC2)NC(=O)C2=NC=C(C=C2)C(F)(F)F ((R)—N-(quinuclidin-3-yl)-5-(trifluoromethyl)pyridine-2-carboxamide). RXN SMILES: COC1C=CC=CC=1C([NH:7][C@H:8]1[CH:13]2[CH2:14][CH2:15][N:10]([CH2:11][CH2:12]2)[CH2:9]1)=O.[F:20][C:21]([F:32])([F:31])[C:22]1[CH:23]=[CH:24][C:25]([C:28]([OH:30])=O)=[N:26][CH:27]=1>>[N:10]12[CH2:15][CH2:14][CH:13]([CH2:12][CH2:11]1)[C@@H:8]([NH:7][C:28]([C:25]1[CH:24]=[CH:23][C:22]([C:21]([F:20])([F:32])[F:31])=[CH:27][N:26]=1)=[O:30])[CH2:9]2. Reported procedure: Title compound was synthesized according to the procedure used in the synthesis of Compound 19S, using 5-(trifluoromethyl)picolinic acid in place of o-methoxybenzoic acid. 1H NMR (400 MHz, CDCl3) δ (ppm): 8.98 (s, 1H), 8.22 (dd, J=8 Hz, 1H), 7.71 (d, J=8 Hz, 1H), 6.36 (s, 1H), 4.11 (m, 1H), 3.39 (dd, J=16 Hz, 1H), 2.83-2.77 (m, 4H), 2.56 (ddd, J=16 Hz, 1H), 2.00 (m, 1H), 1.66 (m, 3H), 1.50 (m, 1H). C14H16F3N3O=299.12 LCMS (M+H): m/z 300